This data is from the Open Reaction Database (ORD), a public repository of structured organic reaction records. The task is: describe an organic reaction: reactants, conditions, products, and yield The reactants are CC1(CC(N(C2=CC(=CC=C12)C#CC1=CC=C(C(=O)OCC)C=C1)C1=CC=C(C=C1)C)=O)C (ethyl 4-(2-(4,4-dimethyl-3,4-dihydro-N-(4-methylphenyl)-2(1H)-quinolinon-7-yl)ethynyl)benzoate), CC1(CC(N(C2=CC(=CC=C12)C#CC1=CC=C(C(=O)OCC)C=C1)C1=CC=C(C=C1)C)=O)C (ethyl 4-(2-(4,4-dimethyl-3,4-dihydro-N-(4-methylphenyl)-2(1H)-quinolinon-7-yl)ethynyl)benzoate), [Li+].[OH-] (LiOH). Solvent: O1CCCC1 (tetrahydrofuran), CO (methanol). Conditions: temperature 50 celsius. The product is CC1(CC(N(C2=CC(=CC=C12)C#CC1=CC=C(C(=O)O)C=C1)C1=CC=C(C=C1)C)=O)C (4-(2-(4,4-Dimethyl-3,4-dihydro-N-(4-methylphenyl)-2(1H)-quinolinon-7-yl)ethynyl)benzoic Acid). RXN SMILES: [CH3:1][C:2]1([CH3:33])[C:11]2[C:6](=[CH:7][C:8]([C:12]#[C:13][C:14]3[CH:24]=[CH:23][C:17]([C:18]([O:20]CC)=[O:19])=[CH:16][CH:15]=3)=[CH:9][CH:10]=2)[N:5]([C:25]2[CH:30]=[CH:29][C:28]([CH3:31])=[CH:27][CH:26]=2)[C:4](=[O:32])[CH2:3]1.[Li+].[OH-]>O1CCCC1.CO>[CH3:1][C:2]1([CH3:33])[C:11]2[C:6](=[CH:7][C:8]([C:12]#[C:13][C:14]3[CH:24]=[CH:23][C:17]([C:18]([OH:20])=[O:19])=[CH:16][CH:15]=3)=[CH:9][CH:10]=2)[N:5]([C:25]2[CH:30]=[CH:29][C:28]([CH3:31])=[CH:27][CH:26]=2)[C:4](=[O:32])[CH2:3]1 |f:1.2|. Procedure: To a solution of 0.080 g (0.18 mmol) of ethyl 4-(2-(4,4-dimethyl-3,4-dihydro-N-(4-methylphenyl)-2(1H)-quinolinon-7-yl)ethynyl)benzoate (Compound 21) in 4.0 mL of tetrahydrofuran and 1.0 mL of methanol was added 1.0 mL (1.3 mmol) of 1.3M aqueous LiOH. The resulting solution was heated at 50° C. for 5 hours. The mixture was concentrated in vacuo, water was added, and the mixture was extracted with ether (2x). The combined organic layers were washed with brine, dried (MgSO4), filtered, and concentr... Starting materials: ClCCl, OCC1CCc2ccccc2C1, BrP(Br)Br. The product is BrCC1CCc2ccccc2C1. RXN SMILES: [Cl:17][CH2:18][Cl:19].[OH:1][CH2:2][CH:3]1[CH2:4][c:5]2[cH:6][cH:7][cH:8][cH:9][c:10]2[CH2:11][CH2:12]1.[P:13]([Br:14])([Br:15])[Br:16]>>[CH2:2]([CH:3]1[CH2:4][c:5]2[cH:6][cH:7][cH:8][cH:9][c:10]2[CH2:11][CH2:12]1)[Br:14]. Starting materials: C(C1=CC=CC=C1)OC=1C(=NC(=NC1O)CC1(CCCC1)C1=CC(=CC=C1)Cl)C(=O)O (5-(Benzyloxy)-2-((1-(3-chlorophenyl)cyclopentyl)methyl)-6-hydroxypyrimidine-4-carboxylic acid), [Si](C)(C)(C(C)(C)C)OCCNC(C)C (N-(2-(tert-Butyldimethylsilyloxy)ethyl)propan-2-amine), [Si](C)(C)(C(C)(C)C)OCCN(C(=O)C1=NC(=NC(=C1OCC1=CC=CC=C1)O)CC1(CCCC1)C1=CC=C(C=C1)C(F)(F)F)C(C)C (5-Benzyloxy-6-hydroxy-2-[1-(4-trifluoromethyl-phenyl)-cyclopentylmethyl]-pyrimidine-4-carboxylic acid [2-(tert-butyl-dimethylsilanyloxy)-ethyl]-isopropylamide). Reported procedure: 5-(benzyloxy)-N-(2-((tert-butyldimethylsilyl)oxy)ethyl)-2-((1-(3-chlorophenyl)cyclo-pentyl)methyl)-6-hydroxy-N-isopropylpyrimidine-4-carboxamide (502) was synthesized from 5-(benzyloxy)-2-((1-(3-chlorophenyl)cyclopentyl)methyl)-6-hydroxypyrimidine-4-carboxylic acid (501) and [2-(tert-butyl-dimethylsilanyloxy)-ethyl]-isopropyl-amine (8b) following the procedure described for 5-benzyloxy-2-[1-(4-trifluoromethyl-phenyl)-cyclopentylmethyl]-6-hydroxypyrimidine-4-carboxylic acid [2-(tert-butyl-dimethy... As a reaction SMILES: [CH2:1]([O:8][C:9]1[C:10]([C:29]([OH:31])=O)=[N:11][C:12]([CH2:16][C:17]2([C:22]3[CH:27]=[CH:26][CH:25]=[C:24]([Cl:28])[CH:23]=3)[CH2:21][CH2:20][CH2:19][CH2:18]2)=[N:13][C:14]=1[OH:15])[C:2]1[CH:7]=[CH:6][CH:5]=[CH:4][CH:3]=1.[Si:32]([O:39][CH2:40][CH2:41][NH:42][CH:43]([CH3:45])[CH3:44])([C:35]([CH3:38])([CH3:37])[CH3:36])([CH3:34])[CH3:33].[Si](OCCN(C(C)C)C(C1C(OCC2C=CC=CC=2)=C(O)N=C(CC2(C3C=CC(C(F)(F)F)=CC=3)CCCC2)N=1)=O)(C(C)(C)C)(C)C>>[CH2:1]([O:8][C:9]1[C:10]([C:29]([N:42]([CH2:41][CH2:40][O:39][Si:32]([C:35]([CH3:37])([CH3:36])[CH3:38])([CH3:33])[CH3:34])[CH:43]([CH3:44])[CH3:45])=[O:31])=[N:11][C:12]([CH2:16][C:17]2([C:22]3[CH:27]=[CH:26][CH:25]=[C:24]([Cl:28])[CH:23]=3)[CH2:21][CH2:20][CH2:19][CH2:18]2)=[N:13][C:14]=1[OH:15])[C:2]1[CH:7]=[CH:6][CH:5]=[CH:4][CH:3]=1. The product is C(C1=CC=CC=C1)OC=1C(=NC(=NC1O)CC1(CCCC1)C1=CC(=CC=C1)Cl)C(=O)N(C(C)C)CCO[Si](C)(C)C(C)(C)C (5-(benzyloxy)-N-(2-((tert-butyldimethylsilyl)oxy)ethyl)-2-((1-(3-chlorophenyl)cyclo-pentyl)methyl)-6-hydroxy-N-isopropylpyrimidine-4-carboxamide). Reactants: C(C)(C)(C)[Li] (t-butyllithium), BrC=1C=NC2=CC=CC=C2C1 (3-Bromoquinoline), B(OC)(OC)OC (Trimethyl borate). The solvent is C1CCOC1 (THF). Run at temperature -78 celsius, time 20 minute. Yields the product N1=CC(=CC2=CC=CC=C12)B(O)O (Quinoline-3-boronic acid). As a reaction SMILES: Br[C:2]1[CH:3]=[N:4][C:5]2[C:10]([CH:11]=1)=[CH:9][CH:8]=[CH:7][CH:6]=2.C([Li])(C)(C)C.[B:17](OC)([O:20]C)[O:18]C>C1COCC1>[N:4]1[C:5]2[C:10](=[CH:9][CH:8]=[CH:7][CH:6]=2)[CH:11]=[C:2]([B:17]([OH:20])[OH:18])[CH:3]=1. Reported procedure: 3-Bromoquinoline (0.4 mL, 3 mmol) was dissolved in THF, and the solution was cooled to -78° C. To this solution was added t-butyllithium (4.1 mL, 7 mmol), and the reaction mixture was stirred for 20 minutes. Trimethyl borate (0.81 mL, 7.1 mmol) was added at -78° C., and the mixture was stirred and allowed to warm to room temperature. The reaction was quenched with water, and the solvents were removed under vacuum. The residue 180 mg was taken directly to the next step. Reactants: C([O-])(O)=O.[Na+] (Sodium bicarbonate), CNC1=CC=CC=C1 (N-methylaniline), P(OCC)(OCC)OCC (triethyl phosphite), mixed liquid, [I-].C(N)(=O)C[N+]1=CC(=CC=C1)C(=O)C=1N=CN2C1SC(=C2)C=2[C@@H]([C@H]1N(C2C(=O)OCC=C)C([C@@H]1[C@@H](C)O)=O)C (allyl(1S,5R,6S)-2-[7-(1-carbamoylmethylpyridinium-3-yl)carbonylimidazo[5,1-b]thiazol-2-yl]-6-[(1R)-1-hydroxyethyl]-1-methylcarbapen-2-em-3-carboxylate iodide). Reagents/catalysts: C(C)(=O)[O-].[Pd+2].C(C)(=O)[O-] (Palladium acetate). Run in CC(C)O (2-propanol), O (water), CC(C)O (2-Propanol), mixed liquid, O (water), CC(C)O (2-propanol). Reaction conditions: time 15 minute. The product is C(N)(=O)C[N+]1=CC(=CC=C1)C(=O)C=1N=CN2C1SC(=C2)C=2[C@@H]([C@H]1N(C2C(=O)[O-])C([C@@H]1[C@@H](C)O)=O)C ((1S,5R,6S)-2-[7-(1-carbamoylmethylpyridinium-3-yl)carbonylimidazo[5,1-b]thiazol-2-yl]-6-[(1R)-1-hydroxyethyl]-1-methylcarbapen-2-em-3-carboxylate). Isolated yield 16.2%. RXN SMILES: C(=O)(O)[O-].[Na+].CNC1C=CC=CC=1.P(OCC)(OCC)OCC.[I-].[C:25]([CH2:28][N+:29]1[CH:34]=[CH:33][CH:32]=[C:31]([C:35]([C:37]2[N:38]=[CH:39][N:40]3[CH:44]=[C:43]([C:45]4[C@H:46]([CH3:62])[C@@H:47]5[C@@H:57]([C@H:58]([OH:60])[CH3:59])[C:56](=[O:61])[N:48]5[C:49]=4[C:50]([O:52]CC=C)=[O:51])[S:42][C:41]=23)=[O:36])[CH:30]=1)(=[O:27])[NH2:26]>C([O-])(=O)C.[Pd+2].C([O-])(=O)C.CC(O)C.O>[C:25]([CH2:28][N+:29]1[CH:34]=[CH:33][CH:32]=[C:31]([C:35]([C:37]2[N:38]=[CH:39][N:40]3[CH:44]=[C:43]([C:45]4[C@H:46]([CH3:62])[C@@H:47]5[C@@H:57]([C@H:58]([OH:60])[CH3:59])[C:56](=[O:61])[N:48]5[C:49]=4[C:50]([O-:52])=[O:51])[S:42][C:41]=23)=[O:36])[CH:30]=1)(=[O:27])[NH2:26] |f:0.1,4.5,6.7.8|. Procedure: Sodium bicarbonate (6.72 g), 10.4 ml of N-methylaniline, and 4.8 ml of triethyl phosphite were added in that order to 320 ml of a mixed liquid of 2-propanol:water=3:2. The atmosphere was replaced by argon, and the mixture was stirred at room temperature for 15 min. Palladium acetate (0.90 g) was then added thereto, and the mixture was stirred for 10 min. A solution of 59.31 g of allyl(1S,5R,6S)-2-[7-(1-carbamoylmethylpyridinium-3-yl)carbonylimidazo[5,1-b]thiazol-2-yl]-6-[(1R)-1-hydroxyethyl]-1-m... Reactants: Cl (Hydrochloric acid), C(C)(C)(C)OC(=O)N(C)CC=1C(=C(N(C1)S(=O)(=O)C1=CC=C(O1)C(=O)OC)C=1C(=NC=CC1)F)F (methyl 5-{[4-{[(tert-butoxycarbonyl)(methyl)amino]methyl}-3-fluoro-2-(2-fluoropyridin-3-yl)-1H-pyrrol-1-yl]sulfonyl}-2-furoate), solution, [H-].C(C(C)C)[Al+]CC(C)C (diisobutylaluminum hydride). Run in O1CCCC1 (tetrahydrofuran), C1(=CC=CC=C1)C (toluene). Run at time 1 hour. Yields the product FC=1C(=CN(C1C=1C(=NC=CC1)F)S(=O)(=O)C=1OC(=CC1)CO)CN(C(OC(C)(C)C)=O)C (tert-butyl [(4-fluoro-5-(2-fluoropyridin-3-yl)-1-{[5-(hydroxymethyl)-2-furyl]sulfonyl}-1H-pyrrol-3-yl)methyl]methylcarbamate). The yield is 72.5%. As a reaction SMILES: [C:1]([O:5][C:6]([N:8]([CH2:10][C:11]1[C:12]([F:35])=[C:13]([C:28]2[C:29]([F:34])=[N:30][CH:31]=[CH:32][CH:33]=2)[N:14]([S:16]([C:19]2[O:23][C:22]([C:24](OC)=[O:25])=[CH:21][CH:20]=2)(=[O:18])=[O:17])[CH:15]=1)[CH3:9])=[O:7])([CH3:4])([CH3:3])[CH3:2].[H-].C([Al+]CC(C)C)C(C)C.Cl>O1CCCC1.C1(C)C=CC=CC=1>[F:35][C:12]1[C:11]([CH2:10][N:8]([CH3:9])[C:6](=[O:7])[O:5][C:1]([CH3:2])([CH3:3])[CH3:4])=[CH:15][N:14]([S:16]([C:19]2[O:23][C:22]([CH2:24][OH:25])=[CH:21][CH:20]=2)(=[O:17])=[O:18])[C:13]=1[C:28]1[C:29]([F:34])=[N:30][CH:31]=[CH:32][CH:33]=1 |f:1.2|. Reported procedure: To a solution of methyl 5-{[4-{[(tert-butoxycarbonyl)(methyl)amino]methyl}-3-fluoro-2-(2-fluoropyridin-3-yl)-1H-pyrrol-1-yl]sulfonyl}-2-furoate (825 mg) in tetrahydrofuran (8 mL) was added dropwise a 1.5 mol/L solution (5.38 mL) of diisobutylaluminum hydride in toluene under ice-cooling and the mixture was stirred for 1 hr. Hydrochloric acid was added to the reaction mixture and the mixture was further stirred for 1 hr and extracted with ethyl acetate. The separated aqueous layer was extracted a...